Dataset: the Open Reaction Database (ORD), a public repository of structured organic reaction records. Task: describe an organic reaction: reactants, conditions, products, and yield The reactants are ClC1=C2C=CC=NC2=C(C(=C1)C(=O)N(C)OC)N1C[C@@H](CC1)O (5-chloro-8-[(3R)-3-hydroxypyrrolidin-1-yl]-N-methoxy-N-methylquinoline-7-carboxamide), C[Mg]Br (methylmagnesium bromide). Run in O1CCCC1 (tetrahydrofuran), O1CCCC1 (tetrahydrofuran). Run at time 8 hour. Product: ClC1=C2C=CC=NC2=C(C(=C1)C(C)=O)N1C[C@@H](CC1)O (1-{5-chloro-8-[(3R)-3-hydroxypyrrolidin-1-yl]quinolin-7-yl}ethanone). Isolated yield 95.0%. As a reaction SMILES: [Cl:1][C:2]1[CH:11]=[C:10]([C:12](N(OC)C)=[O:13])[C:9]([N:18]2[CH2:22][CH2:21][C@@H:20]([OH:23])[CH2:19]2)=[C:8]2[C:3]=1[CH:4]=[CH:5][CH:6]=[N:7]2.[CH3:24][Mg]Br>O1CCCC1>[Cl:1][C:2]1[CH:11]=[C:10]([C:12](=[O:13])[CH3:24])[C:9]([N:18]2[CH2:22][CH2:21][C@@H:20]([OH:23])[CH2:19]2)=[C:8]2[C:3]=1[CH:4]=[CH:5][CH:6]=[N:7]2. Procedure details: To a mixture of 5-chloro-8-[(3R)-3-hydroxypyrrolidin-1-yl]-N-methoxy-N-methylquinoline-7-carboxamide (115 mg, 0.342 mmol) in tetrahydrofuran (0.5 mL) was added 1.40 M methylmagnesium bromide in tetrahydrofuran (1.5 mL, 2.0 mmol). The reaction was stirred at room temperature overnight, quenched with saturated ammonium chloride, and extracted with ethyl acetate. The combined organic layers were washed with brine, dried over magnesium sulfate, and then concentrated to dryness under reduced pressure... Reactants: OC=1C=CC2=C(OCC(N2)=O)C1 (7-hydroxy-2H-benzo[b][1,4]oxazin-3(4H)-one), ClC1=C(C=C(S1)C(=O)OC)[N+](=O)[O-] (methyl 5-chloro-4-nitro-thiophene-2-carboxylate). Yields the product [N+](=O)([O-])C=1C=C(SC1OC=1C=CC2=C(OCC(N2)=O)C1)C(=O)OC (Methyl 4-nitro-5-((3-oxo-3,4-dihydro-2H-benzo[b][1,4]oxazin-7-yl)oxy)thiophene-2-carboxylate), solid. Isolated yield 23.0%. As a reaction SMILES: [OH:1][C:2]1[CH:3]=[CH:4][C:5]2[NH:10][C:9](=[O:11])[CH2:8][O:7][C:6]=2[CH:12]=1.Cl[C:14]1[S:18][C:17]([C:19]([O:21][CH3:22])=[O:20])=[CH:16][C:15]=1[N+:23]([O-:25])=[O:24]>>[N+:23]([C:15]1[CH:16]=[C:17]([C:19]([O:21][CH3:22])=[O:20])[S:18][C:14]=1[O:1][C:2]1[CH:3]=[CH:4][C:5]2[NH:10][C:9](=[O:11])[CH2:8][O:7][C:6]=2[CH:12]=1)([O-:25])=[O:24]. Reported procedure: Prepared according to the procedure described for step A of example 18 from 7-hydroxy-2H-benzo[b][1,4]oxazin-3(4H)-one (826 mg, 5.0 mmol) and methyl 5-chloro-4-nitro-thiophene-2-carboxylate (1.1 g, 5.0 mmol). The title compound was obtained as a white solid (400 mg, 23% yield). 1H NMR (400 MHz, d6-DMSO) δ: 10.92 (1H, S), 8.04 (1H, S), 7.22 (1H, M), 7.10 (2H, S), 7.03 (1H, M), 4.66 (2H, S), 3.80 (3H, S). MS m/z: 349.20 [M+H]+.